From a dataset of the Open Reaction Database (ORD), a public repository of structured organic reaction records. describe an organic reaction: reactants, conditions, products, and yield The reactants are CNc1nc(Br)cc(S(=O)(=O)c2ccc([N+](=O)[O-])cc2)n1, CC(=O)O, ClCCl, [Fe]. Product: CNc1nc(Br)cc(S(=O)(=O)c2ccc(N)cc2)n1. Reaction SMILES: [Br:1][c:2]1[n:3][c:4]([NH:20][CH3:21])[n:5][c:6]([S:8](=[O:9])(=[O:10])[c:11]2[cH:12][cH:13][c:14]([N+:17]([O-:18])=[O:19])[cH:15][cH:16]2)[cH:7]1.[CH3:22][C:23](=[O:24])[OH:25].[Cl:26][CH2:27][Cl:28].[Fe:29]>>[Br:1][c:2]1[n:3][c:4]([NH:20][CH3:21])[n:5][c:6]([S:8](=[O:9])(=[O:10])[c:11]2[cH:12][cH:13][c:14]([NH2:17])[cH:15][cH:16]2)[cH:7]1. The reactants are O=C(O)c1sc(Br)nc1Br, CCN=C=NCCCN(C)C, CO. Product: COC(=O)c1sc(Br)nc1Br. RXN SMILES: [Br:1][c:2]1[s:3][c:4]([C:8](=[O:9])[OH:10])[c:5]([Br:7])[n:6]1.[CH3:11][N:12]([CH3:13])[CH2:14][CH2:15][CH2:16][N:17]=[C:18]=[N:19][CH2:20][CH3:21].[CH3:22][OH:23]>>[Br:1][c:2]1[s:3][c:4]([C:8]([O:9][CH3:11])=[O:10])[c:5]([Br:7])[n:6]1. The reactants are CCCC(=O)Cl, C1CCOC1, CCCC1=NNC(=O)C1=C1C=C(Sc2ccc(N)cc2)c2ccccc2N1. Product: CCCC(=O)Nc1ccc(SC2=CC(=C3C(=O)NN=C3CCC)Nc3ccccc32)cc1. Reaction SMILES: [C:28]([CH2:29][CH2:30][CH3:31])(=[O:32])[Cl:33].[CH2:34]1[O:35][CH2:36][CH2:37][CH2:38]1.[NH2:1][c:2]1[cH:3][cH:4][c:5]([S:8][C:9]2=[CH:10][C:11](=[C:19]3[C:20]([CH2:25][CH2:26][CH3:27])=[N:21][NH:22][C:23]3=[O:24])[NH:12][c:13]3[cH:14][cH:15][cH:16][cH:17][c:18]32)[cH:6][cH:7]1>>[NH:1]([c:2]1[cH:3][cH:4][c:5]([S:8][C:9]2=[CH:10][C:11](=[C:19]3[C:20]([CH2:25][CH2:26][CH3:27])=[N:21][NH:22][C:23]3=[O:24])[NH:12][c:13]3[cH:14][cH:15][cH:16][cH:17][c:18]32)[cH:6][cH:7]1)[C:28]([CH2:29][CH2:30][CH3:31])=[O:32]. Starting materials: CC1CN(C(=O)Cn2ccn3c(=O)c(OCc4ccccc4)c(-c4ncc(Cc5ccc(F)cc5C(=O)N5CCOCC5)s4)nc23)CC(C)O1, COC(=O)c1nc2[nH]ccn2c(=O)c1OC(C)=O. The product is CC1CN(C(=O)Cn2ccn3c(=O)c(O)c(-c4ncc(Cc5ccc(F)cc5C(=O)N5CCOCC5)s4)nc23)CC(C)O1. Reaction SMILES: [CH2:19]([c:20]1[cH:21][cH:22][cH:23][cH:24][cH:25]1)[O:26][c:27]1[c:28](-[c:48]2[s:49][c:50]([CH2:53][c:54]3[c:55]([C:61](=[O:62])[N:63]4[CH2:64][CH2:65][O:66][CH2:67][CH2:68]4)[cH:56][c:57]([F:60])[cH:58][cH:59]3)[cH:51][n:52]2)[n:29][c:30]2[n:31]([c:32]1=[O:33])[cH:34][cH:35][n:36]2[CH2:37][C:38](=[O:39])[N:40]1[CH2:41][CH:42]([CH3:47])[O:43][CH:44]([CH3:46])[CH2:45]1.[CH3:1][O:2][C:3]([c:4]1[n:5][c:6]2[nH:7][cH:8][cH:9][n:10]2[c:11](=[O:12])[c:13]1[O:14][C:15](=[O:16])[CH3:17])=[O:18]>>[OH:26][c:27]1[c:28](-[c:48]2[s:49][c:50]([CH2:53][c:54]3[c:55]([C:61](=[O:62])[N:63]4[CH2:64][CH2:65][O:66][CH2:67][CH2:68]4)[cH:56][c:57]([F:60])[cH:58][cH:59]3)[cH:51][n:52]2)[n:29][c:30]2[n:31]([c:32]1=[O:33])[cH:34][cH:35][n:36]2[CH2:37][C:38](=[O:39])[N:40]1[CH2:41][CH:42]([CH3:47])[O:43][CH:44]([CH3:46])[CH2:45]1. Starting materials: FC(C1=CC(=NC=2N1N=CC2C(=O)O)C2=CC=C(C=C2)C(F)(F)F)F (7-difluoromethyl-5-(4-trifluoromethyl-phenyl)-pyrazolo[1,5-a]pyrimidine-3-carboxylic acid), NC=1C=C(C=CC1)S(=O)(=O)NC(CO)(C)C (3-amino-N-(2-hydroxy-1,1-dimethyl-ethyl)-benzenesulfonamide). Yields the product OCC(C)(C)NS(=O)(=O)C=1C=C(C=CC1)NC(=O)C=1C=NN2C1N=C(C=C2C(F)F)C2=CC=C(C=C2)C(F)(F)F (7-Difluoromethyl-5-(4-trifluoromethyl-phenyl)-pyrazolo[1,5-a]pyrimidine-3-carboxylic acid[3-(2-hydroxy-1,1-dimethyl-ethylsulfamoyl)-phenyl]-amide). RXN SMILES: [F:1][CH:2]([F:25])[C:3]1[N:8]2[N:9]=[CH:10][C:11]([C:12]([OH:14])=O)=[C:7]2[N:6]=[C:5]([C:15]2[CH:20]=[CH:19][C:18]([C:21]([F:24])([F:23])[F:22])=[CH:17][CH:16]=2)[CH:4]=1.[NH2:26][C:27]1[CH:28]=[C:29]([S:33]([NH:36][C:37]([CH3:41])([CH3:40])[CH2:38][OH:39])(=[O:35])=[O:34])[CH:30]=[CH:31][CH:32]=1>>[OH:39][CH2:38][C:37]([NH:36][S:33]([C:29]1[CH:28]=[C:27]([NH:26][C:12]([C:11]2[CH:10]=[N:9][N:8]3[C:3]([CH:2]([F:25])[F:1])=[CH:4][C:5]([C:15]4[CH:20]=[CH:19][C:18]([C:21]([F:22])([F:24])[F:23])=[CH:17][CH:16]=4)=[N:6][C:7]=23)=[O:14])[CH:32]=[CH:31][CH:30]=1)(=[O:35])=[O:34])([CH3:41])[CH3:40]. Procedure: The title compound was prepared from 7-difluoromethyl-5-(4-trifluoromethyl-phenyl)-pyrazolo[1,5-a]pyrimidine-3-carboxylic acid (example C.1) and 3-amino-N-(2-hydroxy-1,1-dimethyl-ethyl)-benzenesulfonamide (example B.8) according to general procedure II. Orange solid. MS (ISP) 582.0 [(M−H−]; mp 232° C. As a reaction SMILES: [CH3:1][C:2]1[CH:7]=[CH:6][C:5]([C@H:8]2[C@@H:14]([OH:15])[C:13](=[O:16])[NH:12][C:11]3[CH:17]=[CH:18][C:19]([CH3:21])=[CH:20][C:10]=3[S:9]2)=[CH:4][CH:3]=1.[CH2:22]([O:29][C:30]([N:32]([CH2:34][CH2:35]Cl)[CH3:33])=[O:31])[C:23]1[CH:28]=[CH:27][CH:26]=[CH:25][CH:24]=1.[OH-].[K+]>CS(C)=O>[CH3:1][C:2]1[CH:7]=[CH:6][C:5]([C@H:8]2[C@@H:14]([OH:15])[C:13](=[O:16])[N:12]([CH2:35][CH2:34][N:32]([C:30]([O:29][CH2:22][C:23]3[CH:24]=[CH:25][CH:26]=[CH:27][CH:28]=3)=[O:31])[CH3:33])[C:11]3[CH:17]=[CH:18][C:19]([CH3:21])=[CH:20][C:10]=3[S:9]2)=[CH:4][CH:3]=1 |f:2.3|. The yield is 80.8%. Product: CC1=CC=C(C=C1)[C@@H]1SC2=C(N(C([C@@H]1O)=O)CCN(C)C(=O)OCC1=CC=CC=C1)C=CC(=C2)C ((±)-cis-2-(4-methylphenyl)-3-hydroxy-5-[2-(N-benzyloxycarbonyl-N-methylamino)ethyl]-8-methyl-2,3-dihydro-1,5-benzothiazepin-4(5H)-one). The reactants are CC1=CC=C(C=C1)[C@@H]1SC2=C(NC([C@@H]1O)=O)C=CC(=C2)C ((±)-cis-2-(4-methylphenyl)-3-hydroxy-8-methyl-2,3-dihydro-1,5-benzothiazepin-4(5H)-one), C(C1=CC=CC=C1)OC(=O)N(C)CCCl (2-(N-benzyloxycarbonyl-N-methylamino)ethyl chloride), [OH-].[K+] (potassium hydroxide). Procedure details: A mixture of 5.96 g of (±)-cis-2-(4-methylphenyl)-3-hydroxy-8-methyl-2,3-dihydro-1,5-benzothiazepin-4(5H)-one, 5.89 g of 2-(N-benzyloxycarbonyl-N-methylamino)ethyl chloride, 1.68 g of potassium hydroxide and 85 ml of dimethylsulfoxide is treated in the same manner as described in Example 1-(1). The crude product thus obtained is purified by silica gel chromatography (solvent, benzene:ethyl acetate=9:1). 7.89 g of (±)-cis-2-(4-methylphenyl)-3-hydroxy-5-[2-(N-benzyloxycarbonyl-N-methylamino)ethyl]... Run in CS(=O)C (dimethylsulfoxide). Reactants: ClCCCBr, O=C([O-])[O-], CNCC1(c2ccc(OC)c(OC)c2)CCCCC1, CN(C)C=O, [K+], [K+]. The product is COc1ccc(C2(CN(C)CCCCl)CCCCC2)cc1OC. Reaction SMILES: [Br:26][CH2:27][CH2:28][CH2:29][Cl:30].[C:20](=[O:21])([O-:22])[O-:23].[CH3:1][O:2][c:3]1[cH:4][c:5]([C:11]2([CH2:17][NH:18][CH3:19])[CH2:12][CH2:13][CH2:14][CH2:15][CH2:16]2)[cH:6][cH:7][c:8]1[O:9][CH3:10].[CH3:31][N:32]([CH3:33])[CH:34]=[O:35].[K+:24].[K+:25]>>[CH3:1][O:2][c:3]1[cH:4][c:5]([C:11]2([CH2:17][N:18]([CH3:19])[CH2:27][CH2:28][CH2:29][Cl:30])[CH2:12][CH2:13][CH2:14][CH2:15][CH2:16]2)[cH:6][cH:7][c:8]1[O:9][CH3:10].